From a dataset of the Open Reaction Database (ORD), a public repository of structured organic reaction records. describe an organic reaction: reactants, conditions, products, and yield Reactants: C1(CCCC1)C(C=1SC2=C(C1C)C=CC=C2)NC2=CC=C(C=C2)C(=O)N(CCC(=O)OCC)C (Ethyl 3-{[(4-{[cyclopentyl(3-methyl-1-benzothiophen-2-yl)methyl]amino}phenyl)carbonyl](methyl)amino}propanoate), [OH-].[Na+] (sodium hydroxide), CCCCCC.C(C)O (hexane ethanol), C(C)O (ethanol). The solvent is O1CCCC1 (tetrahydrofuran). Run at time 5 hour. The product is C1(CCCC1)C(C=1SC2=C(C1C)C=CC=C2)NC2=CC=C(C=C2)C(=O)N(CCC(=O)O)C (3-{[(4-{[cyclopentyl(3-methyl-1-benzothiophen-2-yl)methyl]amino}phenyl)carbonyl](methyl)amino}propanoic acid). Reaction SMILES: [CH:1]1([CH:6]([NH:17][C:18]2[CH:23]=[CH:22][C:21]([C:24]([N:26]([CH3:34])[CH2:27][CH2:28][C:29]([O:31]CC)=[O:30])=[O:25])=[CH:20][CH:19]=2)[C:7]2[S:8][C:9]3[CH:16]=[CH:15][CH:14]=[CH:13][C:10]=3[C:11]=2[CH3:12])[CH2:5][CH2:4][CH2:3][CH2:2]1.CCCCCC.C(O)C.C(O)C.[OH-].[Na+]>O1CCCC1>[CH:1]1([CH:6]([NH:17][C:18]2[CH:23]=[CH:22][C:21]([C:24]([N:26]([CH3:34])[CH2:27][CH2:28][C:29]([OH:31])=[O:30])=[O:25])=[CH:20][CH:19]=2)[C:7]2[S:8][C:9]3[CH:16]=[CH:15][CH:14]=[CH:13][C:10]=3[C:11]=2[CH3:12])[CH2:5][CH2:4][CH2:3][CH2:2]1 |f:1.2,4.5|. Reported procedure: Ethyl 3-{[(4-{[cyclopentyl(3-methyl-1-benzothiophen-2-yl)methyl]amino}phenyl)carbonyl](methyl)amino}propanoate (19.7 g) synthesized in Example A64(1) was fractionated by high performance liquid chromatography (column: CHIRALPAK AD (50 mm ID×500 mL, manufactured by Daicel Chemical Industries, Ltd., mobile phase: hexane/ethanol (500/500), flow rate: 60 mL/min, column temperature: room temperature). The fraction containing an optically active form having a shorter retention time under the above-men... The reactants are [Al+3], C1CCOC1, O=Cc1cnc2n1CCCC2, [H-], [H-], [H-], [H-], [Li+], [Mg+2], [Na+], O=S(=O)([O-])[O-], [OH-], O. The product is OCc1cnc2n1CCCC2. Reaction SMILES: [Al+3:3].[CH2:26]1[O:27][CH2:28][CH2:29][CH2:30]1.[CH:7](=[O:8])[c:9]1[cH:10][n:11][c:12]2[n:13]1[CH2:14][CH2:15][CH2:16][CH2:17]2.[H-:1].[H-:4].[H-:5].[H-:6].[Li+:2].[Mg+2:20].[Na+:19].[O-:21][S:22](=[O:23])(=[O:24])[O-:25].[OH-:18].[OH2:31]>>[CH2:7]([OH:8])[c:9]1[cH:10][n:11][c:12]2[n:13]1[CH2:14][CH2:15][CH2:16][CH2:17]2.